From a dataset of the Open Reaction Database (ORD), a public repository of structured organic reaction records. describe an organic reaction: reactants, conditions, products, and yield Reaction SMILES: [CH2:43]1[O:44][CH2:45][CH2:46][CH2:47]1.[CH3:22][Si:23]([CH2:24][CH2:25][O:26][CH2:27][n:28]1[n:29][cH:30][cH:31][c:32]1[B:33]([OH:34])[OH:35])([CH3:36])[CH3:37].[Cl:1][c:2]1[c:3]2[c:4]([n:5][c:6]([NH2:8])[n:7]1)[n:9]([CH2:12][c:13]1[cH:14][c:15]([N+:19](=[O:20])[O-:21])[cH:16][cH:17][cH:18]1)[n:10][n:11]2.[Na+:42].[O-:38][C:39]([OH:40])=[O:41].[OH2:48].[cH:49]1[cH:50][cH:51][c:52]([P:53]([Pd:54]([P:55]([c:56]2[cH:57][cH:58][cH:59][cH:60][cH:61]2)([c:62]2[cH:63][cH:64][cH:65][cH:66][cH:67]2)[c:68]2[cH:69][cH:70][cH:71][cH:72][cH:73]2)([P:74]([c:75]2[cH:76][cH:77][cH:78][cH:79][cH:80]2)([c:81]2[cH:82][cH:83][cH:84][cH:85][cH:86]2)[c:87]2[cH:88][cH:89][cH:90][cH:91][cH:92]2)[P:93]([c:94]2[cH:95][cH:96][cH:97][cH:98][cH:99]2)([c:100]2[cH:101][cH:102][cH:103][cH:104][cH:105]2)[c:106]2[cH:107][cH:108][cH:109][cH:110][cH:111]2)([c:112]2[cH:113][cH:114][cH:115][cH:116][cH:117]2)[c:118]2[cH:119][cH:120][cH:121][cH:122][cH:123]2)[cH:124][cH:125]1>>[c:2]1(-[c:32]2[n:28]([CH2:27][O:26][CH2:25][CH2:24][Si:23]([CH3:22])([CH3:36])[CH3:37])[n:29][cH:30][cH:31]2)[c:3]2[c:4]([n:5][c:6]([NH2:8])[n:7]1)[n:9]([CH2:12][c:13]1[cH:14][c:15]([N+:19](=[O:20])[O-:21])[cH:16][cH:17][cH:18]1)[n:10][n:11]2. The product is C[Si](C)(C)CCOCn1nccc1-c1nc(N)nc2c1nnn2Cc1cccc([N+](=O)[O-])c1. Starting materials: C1CCOC1, C[Si](C)(C)CCOCn1nccc1B(O)O, Nc1nc(Cl)c2nnn(Cc3cccc([N+](=O)[O-])c3)c2n1, [Na+], O=C([O-])O, O, c1ccc(P(c2ccccc2)(c2ccccc2)[Pd](P(c2ccccc2)(c2ccccc2)c2ccccc2)(P(c2ccccc2)(c2ccccc2)c2ccccc2)P(c2ccccc2)(c2ccccc2)c2ccccc2)cc1. Run in ClCCl (dichloromethane). The product is COCCN1C(CNCC1)=O (1-(2-methoxyethyl)-2-oxopiperazine), FC(C(=O)O)(F)F (trifluoroacetic acid). The reactants are C(C)(C)(C)OC(=O)N1CC(N(CC1)CCOC)=O (1-tert-Butoxycarbonyl-4-(2-methoxyethyl)-3-oxopiperazine), FC(C(=O)O)(F)F (trifluoroacetic acid). As a reaction SMILES: C(OC([N:8]1[CH2:13][CH2:12][N:11]([CH2:14][CH2:15][O:16][CH3:17])[C:10](=[O:18])[CH2:9]1)=O)(C)(C)C.[F:19][C:20]([F:25])([F:24])[C:21]([OH:23])=[O:22]>ClCCl>[CH3:17][O:16][CH2:15][CH2:14][N:11]1[CH2:12][CH2:13][NH:8][CH2:9][C:10]1=[O:18].[F:19][C:20]([F:25])([F:24])[C:21]([OH:23])=[O:22]. Reported procedure: 1-tert-Butoxycarbonyl-4-(2-methoxyethyl)-3-oxopiperazine (6.6 g) was dissolved in dichloromethane (100 ml), the resulting solution cooled in an ice-bath, and trifluoroacetic acid (145 ml) added. The mixture was stirred at the same temperature for 2 hours. Solvent was evaporated to yield 1-(2-methoxyethyl)-2-oxopiperazine product as a salt with 4 moles of trifluoroacetic acid. Conditions: time 2 hour. Starting materials: CCOC(=O)C=Cc1cccc(CBr)c1, CCCCCC(CCCNS(C)(=O)=O)OC(C)=O, CN(C)C=O, [H-], [Na+], c1ccccc1. Yields the product CCCCCC(CCCN(Cc1cccc(C=CC(=O)OCC)c1)S(C)(=O)=O)OC(C)=O. As a reaction SMILES: [Br:21][CH2:22][c:23]1[cH:24][c:25]([CH:26]=[CH:27][C:28](=[O:29])[O:30][CH2:31][CH3:32])[cH:33][cH:34][cH:35]1.[C:3]([CH3:4])(=[O:5])[O:6][CH:7]([CH2:8][CH2:9][CH2:10][NH:11][S:12](=[O:13])(=[O:14])[CH3:15])[CH2:16][CH2:17][CH2:18][CH2:19][CH3:20].[CH3:42][N:43]([CH3:44])[CH:45]=[O:46].[H-:1].[Na+:2].[cH:36]1[cH:37][cH:38][cH:39][cH:40][cH:41]1>>[C:3]([CH3:4])(=[O:5])[O:6][CH:7]([CH2:8][CH2:9][CH2:10][N:11]([S:12](=[O:13])(=[O:14])[CH3:15])[CH2:22][c:23]1[cH:24][c:25]([CH:26]=[CH:27][C:28](=[O:29])[O:30][CH2:31][CH3:32])[cH:33][cH:34][cH:35]1)[CH2:16][CH2:17][CH2:18][CH2:19][CH3:20]. The reactants are [OH-].[Na+] (sodium hydroxide), C(C#CC)OC1=CC=C(C=C1)C[C@@H](C(=O)OC)NC(=O)[C@H]([C@](C(=O)O)(C)O)\C=C\CCCCCCC(CCCCCCC)=O ((E)-(2S,3S)-3-[(S)-2-(4-but-2-ynyloxy-phenyl)-1-methoxycarbonyl-ethylcarbamoyl]-2-hydroxy-2-methyl-12-oxo-nonadec-4-enoic acid), C(CC(O)(C(=O)O)CC(=O)O)(=O)O (citric acid). Solvent: CO (methanol). Reaction conditions: time 2 hour. Yields the product C(C#CC)OC1=CC=C(C=C1)C[C@@H](C(=O)O)NC(=O)[C@H]([C@](C(=O)O)(C)O)\C=C\CCCCCCC(CCCCCCC)=O ((E)-(2S,3S)-3-[(S)-2-(4-but-2-ynyloxy-phenyl)-1-carboxy-ethylcarbamoyl]-2-hydroxy-2-methyl-12-oxo-nonadec-4-enoic acid). The yield is 70.0%. As a reaction SMILES: [CH2:1]([O:5][C:6]1[CH:11]=[CH:10][C:9]([CH2:12][C@H:13]([NH:18][C:19]([C@@H:21](/[CH:28]=[CH:29]/[CH2:30][CH2:31][CH2:32][CH2:33][CH2:34][CH2:35][C:36](=[O:44])[CH2:37][CH2:38][CH2:39][CH2:40][CH2:41][CH2:42][CH3:43])[C@@:22]([OH:27])([CH3:26])[C:23]([OH:25])=[O:24])=[O:20])[C:14]([O:16]C)=[O:15])=[CH:8][CH:7]=1)[C:2]#[C:3][CH3:4].[OH-].[Na+].C(O)(=O)CC(CC(O)=O)(C(O)=O)O>CO>[CH2:1]([O:5][C:6]1[CH:7]=[CH:8][C:9]([CH2:12][C@H:13]([NH:18][C:19]([C@@H:21](/[CH:28]=[CH:29]/[CH2:30][CH2:31][CH2:32][CH2:33][CH2:34][CH2:35][C:36](=[O:44])[CH2:37][CH2:38][CH2:39][CH2:40][CH2:41][CH2:42][CH3:43])[C@@:22]([OH:27])([CH3:26])[C:23]([OH:25])=[O:24])=[O:20])[C:14]([OH:16])=[O:15])=[CH:10][CH:11]=1)[C:2]#[C:3][CH3:4] |f:1.2|. Reported procedure: No. 5398770 (20 mg, 0.0326 mmol) was dissolved in methanol (0.4 mL), and an aqueous solution of 1 M sodium hydroxide (65 μL, 0.065 mmol) was added. The mixture was stirred at room temperature for 2 hours. To the resulting white suspension was added an aqueous solution of 0.5 M citric acid, and the mixture was extracted with ethyl acetate. The separated organic layer was washed twice with water, dried over anhydrous sodium sulfate, and then filtered. The filtrate was concentrated. The residue was... The reactants are [BH4-].[Na+] (sodium borohydride), ClC=1C=CC2=C(C(O[C@H](N2)C2=CC=C(C=C2)OC)(C(F)(F)F)C#CC2CC2)C1 ((S)-6-Chloro-4-(cyclopropylethynyl)-1,4-dihydro-4-(trifluoromethyl)-2-(4'-methoxyphenyl) -3, 1-benzoxazine), CO (methanol), O (water). The solvent is [OH-].[Na+] (NaOH), [OH-].[Na+] (NaOH). Reaction conditions: temperature 60 celsius, time 30 minute. Yields the product ClC=1C=CC(=C(C1)[C@](O)(C(F)(F)F)C#CC1CC1)N ((S)-5-Chloro-α-(cyclopropylethynyl)-2-amino-α-(trifluoromethyl) benzenemethanol). RXN SMILES: [Cl:1][C:2]1[CH:3]=[CH:4][C:5]2[NH:10][C@H](C3C=CC(OC)=CC=3)[O:8][C:7]([C:23]#[C:24][CH:25]3[CH2:27][CH2:26]3)([C:19]([F:22])([F:21])[F:20])[C:6]=2[CH:28]=1.CO.O.[BH4-].[Na+]>[OH-].[Na+]>[Cl:1][C:2]1[CH:3]=[CH:4][C:5]([NH2:10])=[C:6]([C@@:7]([C:23]#[C:24][CH:25]2[CH2:26][CH2:27]2)([C:19]([F:21])([F:22])[F:20])[OH:8])[CH:28]=1 |f:3.4,5.6|. Reported procedure: Crude (S)-6-Chloro-4-(cyclopropylethynyl)-1,4-dihydro-4-(trifluoromethyl)-2-(4'-methoxyphenyl) -3, 1-benzoxazine (71 kg calculated dry weight) was charged to a mixture of methanol (301 kg), 30% NaOH (121 kg) and water (61L). The mixture was heated to 60° C. to give a clear solution then cooled to 30° C. A solution of sodium borohydride (3.2 kg, 84.2 mol) in 0.2 N NaOH (29L) was added to the methanolic solution over 20 min, keeping the temperature below 35° C. After 30 min, excess borohydride was... Starting materials: COC(C1=CC(=C(C=C1)NC(=O)NC1=NC=C(N=C1)C(F)(F)F)OC)=O (3-methoxy-4-[3-(5-trifluoromethyl-pyrazin-2-yl)-ureido]-benzoic acid methyl ester), O.[OH-].[Li+] (lithium hydroxide monohydrate). Solvent: CO (MeOH). Conditions: temperature 65 celsius, time 8 hour. The product is COC=1C=C(C(=O)O)C=CC1NC(=O)NC1=NC=C(N=C1)C(F)(F)F (3-Methoxy-4-[3-(5-trifluoromethyl-pyrazin-2-yl)-ureido]-benzoic acid). As a reaction SMILES: C[O:2][C:3](=[O:26])[C:4]1[CH:9]=[CH:8][C:7]([NH:10][C:11]([NH:13][C:14]2[CH:19]=[N:18][C:17]([C:20]([F:23])([F:22])[F:21])=[CH:16][N:15]=2)=[O:12])=[C:6]([O:24][CH3:25])[CH:5]=1.O.[OH-].[Li+]>CO>[CH3:25][O:24][C:6]1[CH:5]=[C:4]([CH:9]=[CH:8][C:7]=1[NH:10][C:11]([NH:13][C:14]1[CH:19]=[N:18][C:17]([C:20]([F:23])([F:21])[F:22])=[CH:16][N:15]=1)=[O:12])[C:3]([OH:26])=[O:2] |f:1.2.3|. Reported procedure: To a stirred solution of 3-methoxy-4-[3-(5-trifluoromethyl-pyrazin-2-yl)-ureido]-benzoic acid methyl ester (213 mg, 0.575 mmol) in 5.75 mL 3:1 MeOH:H20 at room temperature under nitrogen was added lithium hydroxide monohydrate (240 mg, 5.8 mmol) and the reaction warmed to 65° C. After reaching temperature, the suspension gradually became a bright yellow solution. After about 4 hours a precipitate formed but the reaction was continued overnight. After cooling to RT, MeOH was removed by rotovap an...